This data is from the Open Reaction Database (ORD), a public repository of structured organic reaction records. The task is: describe an organic reaction: reactants, conditions, products, and yield Reactants: C(C1=CC=CC=C1)OC(=O)N1CCC(CC1)C1=CC=C(C=C1)CC=O (4-[1-(benzyloxycarbonyl)-piperidin-4-yl]phenylacetaldehyde), P(=O)(O)(O)[O-].[Na+] (sodium dihydrogenphosphate), Cl(=O)[O-].[Na+] (sodium chlorite). Solvent: O (water), O (water), CS(=O)C (dimethyl sulfoxide), O (water). Yields the product C(C1=CC=CC=C1)OC(=O)N1CCC(CC1)C1=CC=C(C=C1)CC(=O)O (4-[1-(Benzyloxycarbonyl)piperidin-4-yl]phenylacetic acid). Isolated yield 95.5%. Reaction SMILES: [CH2:1]([O:8][C:9]([N:11]1[CH2:16][CH2:15][CH:14]([C:17]2[CH:22]=[CH:21][C:20]([CH2:23][CH:24]=[O:25])=[CH:19][CH:18]=2)[CH2:13][CH2:12]1)=[O:10])[C:2]1[CH:7]=[CH:6][CH:5]=[CH:4][CH:3]=1.P([O-])(O)(O)=[O:27].[Na+].Cl([O-])=O.[Na+]>O.CS(C)=O>[CH2:1]([O:8][C:9]([N:11]1[CH2:12][CH2:13][CH:14]([C:17]2[CH:22]=[CH:21][C:20]([CH2:23][C:24]([OH:27])=[O:25])=[CH:19][CH:18]=2)[CH2:15][CH2:16]1)=[O:10])[C:2]1[CH:7]=[CH:6][CH:5]=[CH:4][CH:3]=1 |f:1.2,3.4|. Procedure details: To a solution of 0.7 g of 4-[1-(benzyloxycarbonyl)-piperidin-4-yl]phenylacetaldehyde and 0.5 g of sodium dihydrogenphosphate in 5 ml of water and 30 ml of dimethyl sulfoxide was added a solution of 0.35 g of sodium chlorite in water (5 ml) and the resulting mixture was reacted at room temperature for 20 minutes. After adding water, the reaction mixture was extracted with ethyl acetate, washed with a saturated aqueous solution of sodium chloride and dried over anhydrous magnesium sulfate. After d... The reactants are [Si](C)(C)(C(C)(C)C)OCCC1OC(C2=CC=CC=C12)=O (3-[2-[tert-butyl(dimethyl)silyl]oxyethyl]-3H-isobenzofuran-1-one), C1=CC=C(C=C1)P(C2=CC=CC=C2)C3=CC=CC=C3 (PPh3), CCOC(=O)/N=N/C(=O)OCC (DEAD), C[Al](C)C (AlMe3), CCCCCCC (heptane), C(C)(C)S(=O)(=O)C1=CC=C(C=C1)C=1N=C2C(=NC1)N(C=C2N)C(C2=CC=CC=C2)(C2=CC=CC=C2)C2=CC=CC=C2 (2-(4-isopropylsulfonylphenyl)-5-trityl-pyrrolo[2,3-b]pyrazin-7-amine). The solvent is C(Cl)Cl (DCM), O (water), C1(=CC=CC=C1)C (PhMe), C(Cl)Cl (DCM). Run at time 30 minute. Product: [Si](C)(C)(C(C)(C)C)OCCC1N(C(C2=CC=CC=C12)=O)C1=CN(C2=NC=C(N=C21)C2=CC=C(C=C2)S(=O)(=O)C(C)C)C(C2=CC=CC=C2)(C2=CC=CC=C2)C2=CC=CC=C2 (3-(2-((tert-butyldimethylsilyl)oxy)ethyl)-2-(2-(4-(isopropylsulfonyl)phenyl)-5-trityl-5H-pyrrolo[2,3-b]pyrazin-7-yl)isoindolin-1-one). Yield: 66.0%. As a reaction SMILES: [CH:1]([S:4]([C:7]1[CH:12]=[CH:11][C:10]([C:13]2[N:14]=[C:15]3[C:21]([NH2:22])=[CH:20][N:19]([C:23]([C:36]4[CH:41]=[CH:40][CH:39]=[CH:38][CH:37]=4)([C:30]4[CH:35]=[CH:34][CH:33]=[CH:32][CH:31]=4)[C:24]4[CH:29]=[CH:28][CH:27]=[CH:26][CH:25]=4)[C:16]3=[N:17][CH:18]=2)=[CH:9][CH:8]=1)(=[O:6])=[O:5])([CH3:3])[CH3:2].C[Al](C)C.CCCCCCC.[Si:53]([O:60][CH2:61][CH2:62][CH:63]1[C:71]2[C:66](=[CH:67][CH:68]=[CH:69][CH:70]=2)[C:65](=O)[O:64]1)([C:56]([CH3:59])([CH3:58])[CH3:57])([CH3:55])[CH3:54].C1C=CC(P(C2C=CC=CC=2)C2C=CC=CC=2)=CC=1.CCOC(/N=N/C(OCC)=O)=O>C1(C)C=CC=CC=1.C(Cl)Cl.O>[Si:53]([O:60][CH2:61][CH2:62][CH:63]1[C:71]2[C:66](=[CH:67][CH:68]=[CH:69][CH:70]=2)[C:65](=[O:64])[N:22]1[C:21]1[C:15]2[C:16](=[N:17][CH:18]=[C:13]([C:10]3[CH:9]=[CH:8][C:7]([S:4]([CH:1]([CH3:3])[CH3:2])(=[O:6])=[O:5])=[CH:12][CH:11]=3)[N:14]=2)[N:19]([C:23]([C:36]2[CH:41]=[CH:40][CH:39]=[CH:38][CH:37]=2)([C:30]2[CH:31]=[CH:32][CH:33]=[CH:34][CH:35]=2)[C:24]2[CH:29]=[CH:28][CH:27]=[CH:26][CH:25]=2)[CH:20]=1)([C:56]([CH3:59])([CH3:58])[CH3:57])([CH3:55])[CH3:54]. Procedure details: 2-(4-isopropylsulfonylphenyl)-5-trityl-pyrrolo[2,3-b]pyrazin-7-amine (125 mg, 0.2237 mmol) dissolved in PhMe (3 mL) under N2. AlMe3 in heptane (671.1 μL of 1.0 M, 0.6711 mmol) added at RT and the mixture stirred for 30 mins. A solution of 3-[2-[tert-butyl(dimethyl)silyl]oxyethyl]-3H-isobenzofuran-1-one (130.8 mg, 0.4474 mmol) in DCM (3 mL) added with cooling on an ice bath and the mixture stirred overnight. Reaction mixture re-cooled and water added slowly followed by DCM. After stirring for 30 ... Reactants: COc1cccc(S)c1, COc1cc2nccc(Cl)c2cc1OC. Reaction SMILES: [CH3:16][O:17][c:18]1[cH:19][c:20]([SH:24])[cH:21][cH:22][cH:23]1.[Cl:1][c:2]1[cH:3][cH:4][n:5][c:6]2[cH:7][c:8]([O:14][CH3:15])[c:9]([O:12][CH3:13])[cH:10][c:11]12>>[c:2]1([S:24][c:20]2[cH:19][c:18]([O:17][CH3:16])[cH:23][cH:22][cH:21]2)[cH:3][cH:4][n:5][c:6]2[cH:7][c:8]([O:14][CH3:15])[c:9]([O:12][CH3:13])[cH:10][c:11]12. Product: COc1cccc(Sc2ccnc3cc(OC)c(OC)cc23)c1. The reactants are COC=1C(=C(CC=2C=CC(=C(C(=O)O)C2)OC(C)=O)C(=C(C1OC)OC)OC)C (5-(3,4,5,6-Tetramethoxy-2-methylbenzyl)-2-acetoxybenzoic acid), O=[N+]([O-])[O-].[O-][N+]([O-])=O.[O-][N+]([O-])=O.[O-][N+]([O-])=O.[O-][N+]([O-])=O.[O-][N+]([O-])=O.[Ce+4].[NH4+].[NH4+] (CAN). The solvent is O (water), C(C)#N (acetonitrile), O (water). The product is COC=1C(C(=C(C(C1OC)=O)CC=1C=CC(=C(C(=O)O)C1)OC(C)=O)C)=O (5-(5,6-Dimethoxy-3-methyl-1,4-benzoquinon-2-yl)methyl-2-acetoxybenzoic acid). Yield: 85.9%. Reaction SMILES: C[O:2][C:3]1[C:4]([CH3:29])=[C:5]([C:20]([O:27]C)=[C:21]([O:25][CH3:26])[C:22]=1[O:23][CH3:24])[CH2:6][C:7]1[CH:8]=[CH:9][C:10]([O:16][C:17](=[O:19])[CH3:18])=[C:11]([CH:15]=1)[C:12]([OH:14])=[O:13].O=[N+]([O-])[O-].[O-][N+](=O)[O-].[O-][N+](=O)[O-].[O-][N+](=O)[O-].[O-][N+](=O)[O-].[O-][N+](=O)[O-].[Ce+4].[NH4+].[NH4+]>C(#N)C.O>[CH3:24][O:23][C:22]1[C:3](=[O:2])[C:4]([CH3:29])=[C:5]([CH2:6][C:7]2[CH:8]=[CH:9][C:10]([O:16][C:17](=[O:19])[CH3:18])=[C:11]([CH:15]=2)[C:12]([OH:14])=[O:13])[C:20](=[O:27])[C:21]=1[O:25][CH3:26] |f:1.2.3.4.5.6.7.8.9|. Reported procedure: 5-(3,4,5,6-Tetramethoxy-2-methylbenzyl)-2-acetoxybenzoic acid (0.200 g, 0.495 mmol) was dissolved in a mixed solution of acetonitrile (9 ml) and water (3 ml) and after adding thereto CAN (0.678 g, 1.24 mmol) at room temperature, the solution was stirred at room temperature for 1 hour. The reaction solution was diluted with water and then extracted with ether. The extract was washed with water and then dried, and the solvent was removed by distillation. The residue was recrystallized from ether t... Reactants: FC1=C(C#N)C(=CC(=C1)[C@@H]1CC[C@H](CC1)CCCCC)F (2,6-difluoro-4-(trans-4-pentylcyclohexyl)-benzonitrile), [OH-].[K+] (KOH), O (water). Run in C(C)O (ethanol). Product: FC1=C(C(=O)O)C(=CC(=C1)[C@@H]1CC[C@H](CC1)CCCCC)F (2,6-difluoro-4-(trans-4-pentylcyclohexyl)-benzoic acid). Reaction SMILES: [F:1][C:2]1[CH:9]=[C:8]([C@H:10]2[CH2:15][CH2:14][C@H:13]([CH2:16][CH2:17][CH2:18][CH2:19][CH3:20])[CH2:12][CH2:11]2)[CH:7]=[C:6]([F:21])[C:3]=1[C:4]#N.[OH-:22].[K+].[OH2:24]>C(O)C>[F:1][C:2]1[CH:9]=[C:8]([C@H:10]2[CH2:15][CH2:14][C@H:13]([CH2:16][CH2:17][CH2:18][CH2:19][CH3:20])[CH2:12][CH2:11]2)[CH:7]=[C:6]([F:21])[C:3]=1[C:4]([OH:24])=[O:22] |f:1.2|. Procedure details: A solution of 10 g of 2,6-difluoro-4-(trans-4-pentylcyclohexyl)-benzonitrile and 20 g of KOH in 40 ml of water and 160 ml of ethanol is boiled for 16 hours, cooled and worked up in the usual manner to give 2,6-difluoro-4-(trans-4-pentylcyclohexyl)-benzoic acid. Reactants: ClC1=NC=C(C=C1C(=O)N[C@@H](C)C1=CC=C(C(=O)OC(C)(C)C)C=C1)Cl (tert-Butyl 4-((1S)-1-{[(2,5-dichloropyridin-3-yl)carbonyl]amino}ethyl)benzoate), CSC=1C=C(C=CC1)O (3-(methylthio)phenol). The product is ClC=1C=C(C(=NC1)OC1=CC(=CC=C1)SC)C(=O)N[C@@H](C)C1=CC=C(C(=O)OC(C)(C)C)C=C1 (tert-Butyl 4-{(1S)-1-[({5-chloro-2-[3-(methylthio)phenoxy]pyridin-3-yl}carbonyl)amino]ethyl}benzoate). RXN SMILES: Cl[C:2]1[C:7]([C:8]([NH:10][C@H:11]([C:13]2[CH:25]=[CH:24][C:16]([C:17]([O:19][C:20]([CH3:23])([CH3:22])[CH3:21])=[O:18])=[CH:15][CH:14]=2)[CH3:12])=[O:9])=[CH:6][C:5]([Cl:26])=[CH:4][N:3]=1.[CH3:27][S:28][C:29]1[CH:30]=[C:31]([OH:35])[CH:32]=[CH:33][CH:34]=1>>[Cl:26][C:5]1[CH:6]=[C:7]([C:8]([NH:10][C@H:11]([C:13]2[CH:25]=[CH:24][C:16]([C:17]([O:19][C:20]([CH3:23])([CH3:22])[CH3:21])=[O:18])=[CH:15][CH:14]=2)[CH3:12])=[O:9])[C:2]([O:35][C:31]2[CH:32]=[CH:33][CH:34]=[C:29]([S:28][CH3:27])[CH:30]=2)=[N:3][CH:4]=1. Procedure details: The title compound was prepared according to the procedure described in step 2 of Example 45 from tert-butyl 4-((1S)-1-{[(2,5-dichloropyridin-3-yl)carbonyl]amino}ethyl)benzoate (step 1 of Example 45) and 3-(methylthio)phenol (J. Amer. Chem. Soc. 1957, 79, 717): 1H-NMR (CDCl3) δ 8.55 (1H, d, J=2.7 Hz), 8.15 (1H, d, J=2.7 Hz), 8.13–8.10 (1H, m), 7.97–7.94 (2H, m), 7.41–7.34 (3H, m), 7.20–7.16 (1H, m), 7.03–7.01 (1H, m), 6.93–6.89 (1H, m), 5.41–5.31 (1H, m), 2.50 (3H, s), 1.60–1.57 (12H, m); MS (ES... Reactants: Cl (Hydrochloric acid), ClC(Cl)(OC(OC(Cl)(Cl)Cl)=O)Cl (Triphosgene), BrC1=CC=C(C=C1)[C@H](C)NCCC1(CCC2(OCC(CO2)(C)C)CC1)O (9-{2-[(S)-1-(4-bromo-phenyl)-ethylamino]-ethyl}-3,3-dimethyl-1,5-dioxa-spiro[5.5]undecan-9-ol), C(C)N(C(C)C)C(C)C (ethyl-diisopropyl-amine). The solvent is ClCCl (dichloromethane), CC(=O)C (acetone). Conditions: time 8 hour. Product: BrC1=CC=C(C=C1)[C@H](C)N1C(OC2(CC1)CCC(CC2)=O)=O (3-[(S)-1-(4-bromo-phenyl)-ethyl]-1-oxa-3-aza-spiro[5.5]undecane-2,9-dione). As a reaction SMILES: Cl[C:2](Cl)([O:4]C(=O)OC(Cl)(Cl)Cl)Cl.[Br:13][C:14]1[CH:19]=[CH:18][C:17]([C@@H:20]([NH:22][CH2:23][CH2:24][C:25]2([OH:38])[CH2:37][CH2:36][C:28]3([O:33]CC(C)(C)CO3)[CH2:27][CH2:26]2)[CH3:21])=[CH:16][CH:15]=1.C(N(C(C)C)C(C)C)C.Cl>ClCCl.CC(C)=O>[Br:13][C:14]1[CH:15]=[CH:16][C:17]([C@@H:20]([N:22]2[CH2:23][CH2:24][C:25]3([CH2:26][CH2:27][C:28](=[O:33])[CH2:36][CH2:37]3)[O:38][C:2]2=[O:4])[CH3:21])=[CH:18][CH:19]=1. Reported procedure: Triphosgene (2.51 g) is added to a solution of 9-{2-[(S)-1-(4-bromo-phenyl)-ethylamino]-ethyl}-3,3-dimethyl-1,5-dioxa-spiro[5.5]undecan-9-ol (4.00 g) and ethyl-diisopropyl-amine (1.7 mL) in dichloromethane (40 mL) chilled in an ice bath. The cooling bath is removed and the solution is stirred at room temperature overnight. Water is added and the organic phase is separated. The organic phase is dried (Na2SO4) and concentrated to give an oil that is dissolved in acetone (20 mL). 1 M Hydrochloric a... Starting materials: O[C@H](C(=O)O)CC(C)C ((S)-2-hydroxy-4-methylpentanoic acid), TMS CH2N2, CO (methanol). Conditions: temperature 0 celsius, time 1 hour. The product is O[C@H](C(=O)OC)CC(C)C ((S)-Methyl 2-hydroxy-4-methylpentanoate). Yield: 64.0%. RXN SMILES: [OH:1][C@@H:2]([CH2:6][CH:7]([CH3:9])[CH3:8])[C:3]([OH:5])=[O:4].[CH3:10]O>>[OH:1][C@@H:2]([CH2:6][CH:7]([CH3:9])[CH3:8])[C:3]([O:5][CH3:10])=[O:4]. Reported procedure: To a solution of (S)-2-hydroxy-4-methylpentanoic acid (3.0 g, 22.7 mmol) in methanol was added TMS CH2N2 (2M in hexanes, 34 mL, 17 mmol) dropwise, at 0° C., over 20 min The reaction mixture was stirred at 0° C. for 1 h. The solution was concentrated using a bath temperature of 20° C. and vacuum greater than 50 mm Hg. Purification via silica gel chromatography using 2-100% EtOAc in hexanes gave the ester as a yellow oil (2.14 g, 14.5 mmol, 64% yield). 1H NMR (400 MHz, DMSO-d6) δ 5.13 (s, 1H), 4.1... Starting materials: O=C1N(Cc2ccc(C(F)(F)F)o2)c2ccccc2C1(O)c1cc(Br)ccc1O, CN1C(=O)COc2cc(C3(O)C(=O)N(C(c4ccccc4)c4ccccc4)c4ccccc43)c(O)cc21. Yields the product O=C1C(c2cc(Br)ccc2O)c2ccccc2N1Cc1ccc(C(F)(F)F)o1. RXN SMILES: [Br:1][c:2]1[cH:3][cH:4][c:5]([OH:29])[c:6]([C:8]2([OH:28])[C:9](=[O:27])[N:10]([CH2:17][c:18]3[o:19][c:20]([C:23]([F:24])([F:25])[F:26])[cH:21][cH:22]3)[c:11]3[cH:12][cH:13][cH:14][cH:15][c:16]32)[cH:7]1.[c:30]1([CH:31]([c:32]2[cH:33][cH:34][cH:35][cH:36][cH:37]2)[N:38]2[c:39]3[c:40]([cH:41][cH:42][cH:43][cH:44]3)[C:45]([c:46]3[c:47]([OH:48])[cH:49][c:50]4[c:57]([cH:58]3)[O:56][CH2:55][C:53](=[O:54])[N:51]4[CH3:52])([OH:59])[C:60]2=[O:61])[cH:62][cH:63][cH:64][cH:65][cH:66]1>>[Br:1][c:2]1[cH:3][cH:4][c:5]([OH:29])[c:6]([CH:8]2[C:9](=[O:27])[N:10]([CH2:17][c:18]3[o:19][c:20]([C:23]([F:24])([F:25])[F:26])[cH:21][cH:22]3)[c:11]3[cH:12][cH:13][cH:14][cH:15][c:16]32)[cH:7]1.